describe an organic reaction: reactants, conditions, products, and yield From a dataset of the Open Reaction Database (ORD), a public repository of structured organic reaction records. Reactants: CN1N=CC=2C(=CC(=CC12)C1=C2C(=NC=C1)N(C=C2)S(=O)(=O)C2=CC=C(C=C2)C)N (1-Methyl-6-{1-[(4-methylphenyl)sulfonyl]-1H-pyrrolo[2,3-b]pyridin-4-yl}-1H-indazol-4-amine), N1=CC=CC=C1 (pyridine), CC=1SC=C(N1)C(=O)Cl (2-Methyl-1,3-thiazole-4-carbonyl chloride). Solvent: C(Cl)Cl (DCM). Product: CC=1SC=C(N1)C(=O)NC1=C2C=NN(C2=CC(=C1)C1=C2C(=NC=C1)N(C=C2)S(=O)(=O)C2=CC=C(C=C2)C)C (2-Methyl-N-(1-methyl-6-{1-[(4-methylphenyl)sulfonyl]-1H-pyrrolo[2,3-b]pyridin-4-yl}-1H-indazol-4-yl)-1,3-thiazole-4-carboxamide). As a reaction SMILES: [CH3:1][N:2]1[C:10]2[CH:9]=[C:8]([C:11]3[CH:16]=[CH:15][N:14]=[C:13]4[N:17]([S:20]([C:23]5[CH:28]=[CH:27][C:26]([CH3:29])=[CH:25][CH:24]=5)(=[O:22])=[O:21])[CH:18]=[CH:19][C:12]=34)[CH:7]=[C:6]([NH2:30])[C:5]=2[CH:4]=[N:3]1.N1C=CC=CC=1.[CH3:37][C:38]1[S:39][CH:40]=[C:41]([C:43](Cl)=[O:44])[N:42]=1>C(Cl)Cl>[CH3:37][C:38]1[S:39][CH:40]=[C:41]([C:43]([NH:30][C:6]2[CH:7]=[C:8]([C:11]3[CH:16]=[CH:15][N:14]=[C:13]4[N:17]([S:20]([C:23]5[CH:28]=[CH:27][C:26]([CH3:29])=[CH:25][CH:24]=5)(=[O:22])=[O:21])[CH:18]=[CH:19][C:12]=34)[CH:9]=[C:10]3[C:5]=2[CH:4]=[N:3][N:2]3[CH3:1])=[O:44])[N:42]=1. Procedure: 1-Methyl-6-{1-[(4-methylphenyl)sulfonyl]-1H-pyrrolo[2,3-b]pyridin-4-yl}-1H-indazol-4-amine (75 mg) and pyridine (0.029 ml) were added to DCM (5 ml) under stirring at RT under nitrogen. 2-Methyl-1,3-thiazole-4-carbonyl chloride (38 mg) was added into the reaction mixture. The reaction mixture was partitioned between water (20 ml) and DCM (20 ml). Starting materials: CC(C(=O)OC)(O)SC(C(=O)OC)O (dimethyl α-methyl-thiodiglycolate), C(C(=O)OC)(=O)OC (dimethyl oxalate), [Na] (sodium). Solvent: CO (methanol), CO (methanol). Yields the product OC1=C(SC(=C1O)C)C(=O)OC (Methyl 3,4-dihydroxy-5-methyl-2-thiophenecarboxylate). Yield: 68.2%. Reaction SMILES: [CH3:1][C:2]([S:8][CH:9](O)[C:10]([O:12][CH3:13])=[O:11])(O)[C:3]([O:5]C)=O.C(OC)(=O)[C:16](OC)=[O:17].[Na]>CO>[OH:17][C:16]1[C:3]([OH:5])=[C:2]([CH3:1])[S:8][C:9]=1[C:10]([O:12][CH3:13])=[O:11] |^1:22|. Procedure: A mixture of dimethyl α-methyl-thiodiglycolate (Solladie-Cavallo, Bull. Soc. Chim. Fr., 437 (1968)) (10.2 g, 53 mmoles) and dimethyl oxalate (9.4 g, 79 mmoles) in methanol (25 mL) is added slowly to a solution of sodium (3.8 g, 165 mmoles) in methanol (35 mL) under argon and maintained at 10°-15° C. with an ice bath. After the addition, the mixture is slowly heated to reflux for 1 hour, then cooled and concentrated under reduced pressure. The precipitate is filtered off, rinsed with ether, air d... The product is N1=C(C=NC=C1)C1=CC2=C(C=N1)C=NN2C2=CC=CC(=N2)N2CCN(CC2)C(=O)OC(C)(C)C (tert-butyl 4-[6-(6-pyrazin-2-ylpyrazolo[4,3-c]pyridin-1-yl)-2-pyridyl]piperazine-1-carboxylate). Isolated yield 68.2%. Procedure details: A solution of tert-butyl 4-[6-(6-chloropyrazolo[4,3-c]pyridin-1-yl)-2-pyridyl]piperazine-1-carboxylate (40 mg, 0.096 mmol) and palladium(0)tetrakis(triphenylphosphine) (11 mg, 0.0095 mmol) in N,N-dimethylacetamide 1 mL was added (2-pyrazinyl)tributyltin (0.064 mL, 0.19 mmol). The reaction mixture heated at 150° C. for 45 min in biotage microwave. The reaction mixture was filtered through celite and concentrated. The crude product was diluted with EtOAc then washed with water. The organic layers ... Run in CN(C(C)=O)C (N,N-dimethylacetamide). Reactants: ClC1=CC2=C(C=N1)C=NN2C2=CC=CC(=N2)N2CCN(CC2)C(=O)OC(C)(C)C (tert-butyl 4-[6-(6-chloropyrazolo[4,3-c]pyridin-1-yl)-2-pyridyl]piperazine-1-carboxylate), palladium(0)tetrakis(triphenylphosphine), N1=C(C=NC=C1)[Sn](CCCC)(CCCC)CCCC ((2-pyrazinyl)tributyltin). Reaction SMILES: Cl[C:2]1[N:7]=[CH:6][C:5]2[CH:8]=[N:9][N:10]([C:11]3[N:16]=[C:15]([N:17]4[CH2:22][CH2:21][N:20]([C:23]([O:25][C:26]([CH3:29])([CH3:28])[CH3:27])=[O:24])[CH2:19][CH2:18]4)[CH:14]=[CH:13][CH:12]=3)[C:4]=2[CH:3]=1.[N:30]1[CH:35]=[CH:34][N:33]=[CH:32][C:31]=1[Sn](CCCC)(CCCC)CCCC>CN(C)C(=O)C>[N:30]1[CH:35]=[CH:34][N:33]=[CH:32][C:31]=1[C:2]1[N:7]=[CH:6][C:5]2[CH:8]=[N:9][N:10]([C:11]3[N:16]=[C:15]([N:17]4[CH2:22][CH2:21][N:20]([C:23]([O:25][C:26]([CH3:28])([CH3:29])[CH3:27])=[O:24])[CH2:19][CH2:18]4)[CH:14]=[CH:13][CH:12]=3)[C:4]=2[CH:3]=1. Run at temperature 150 celsius. Starting materials: ClC=1C=C2N=C(C(NC2=CC1Cl)=O)N (6,7-dichloro-3-aminoquinoxalin-2(1H)-one), Cl.NO (hydroxylamine hydrochloride). Run in C(C)O (ethanol). Conditions: temperature 25 celsius. Yields the product ClC=1C=C2NC(C(NC2=CC1Cl)=O)=NO (6,7-dichloro-3-(hydroxyimino)-1,4-dihydroquinoxalin-2-one). Yield: 77.6%. Reaction SMILES: [Cl:1][C:2]1[CH:3]=[C:4]2[C:9](=[CH:10][C:11]=1[Cl:12])[NH:8][C:7](=[O:13])[C:6]([NH2:14])=[N:5]2.Cl.N[OH:17]>C(O)C>[Cl:1][C:2]1[CH:3]=[C:4]2[C:9](=[CH:10][C:11]=1[Cl:12])[NH:8][C:7](=[O:13])[C:6](=[N:14][OH:17])[NH:5]2 |f:1.2|. Procedure details: An adaptation of the method of Harsanyi et al., Liebigs Ann. Chem. 190 (1973), was used. A mixture of 6,7-dichloro-3-aminoquinoxalin-2(1H)-one (50 mg, 0.22 mmol) and hydroxylamine hydrochloride (33 mg, 0.47 mmol; Aldrich Co.) in 2 mL of ethanol was heated to reflux. The resulting brown suspension was stirred under reflux for 12 h. The resulting brown suspension was allowed to cool to 25° C. A brown precipitate appeared. The mixture was vacuum filtered and the brown solid was washed with EtOH (5×... Isolated yield 85.5%. Procedure details: A mixture of E-3-[4-(5-methyl-2-phenyl-4-oxazolylmethoxy)benzyloxyimino]-3-phenylpropionic acid (600 mg), 1-hydroxybenzotriazole ammonia complex (260 mg), 1-ethyl-3-(3-dimethylaminopropyl)carbodiimide hydrochloride (328 mg) and N,N-dimethylformamide (5 ml) was stirred at room temperature for 15 hours. Water was added to the reaction mixture and extracted with ethyl acetate. The ethyl acetate layer was washed successively with an aqueous solution of potassium carbonate and an aqueous saturated so... Reaction conditions: time 15 hour. Run in O (Water). Starting materials: CC1=C(N=C(O1)C1=CC=CC=C1)COC1=CC=C(CO\N=C(/CC(=O)O)\C2=CC=CC=C2)C=C1 (E-3-[4-(5-methyl-2-phenyl-4-oxazolylmethoxy)benzyloxyimino]-3-phenylpropionic acid), Cl.C(C)N=C=NCCCN(C)C (1-ethyl-3-(3-dimethylaminopropyl)carbodiimide hydrochloride), CN(C=O)C (N,N-dimethylformamide). Product: CC1=C(N=C(O1)C1=CC=CC=C1)COC1=CC=C(CO\N=C(/CC(=O)N)\C2=CC=CC=C2)C=C1 (E-3-[4-(5-methyl-2-phenyl-4-oxazolylmethoxy)benzyloxyimino]-3-phenylpropanamide). RXN SMILES: [CH3:1][C:2]1[O:6][C:5]([C:7]2[CH:12]=[CH:11][CH:10]=[CH:9][CH:8]=2)=[N:4][C:3]=1[CH2:13][O:14][C:15]1[CH:34]=[CH:33][C:18]([CH2:19][O:20]/[N:21]=[C:22](/[C:27]2[CH:32]=[CH:31][CH:30]=[CH:29][CH:28]=2)\[CH2:23][C:24]([OH:26])=O)=[CH:17][CH:16]=1.Cl.C([N:38]=C=NCCCN(C)C)C.CN(C)C=O>O>[CH3:1][C:2]1[O:6][C:5]([C:7]2[CH:8]=[CH:9][CH:10]=[CH:11][CH:12]=2)=[N:4][C:3]=1[CH2:13][O:14][C:15]1[CH:16]=[CH:17][C:18]([CH2:19][O:20]/[N:21]=[C:22](/[C:27]2[CH:28]=[CH:29][CH:30]=[CH:31][CH:32]=2)\[CH2:23][C:24]([NH2:38])=[O:26])=[CH:33][CH:34]=1 |f:1.2|. Starting materials: C([O-])([O-])=O (Carbonate), C12(C(=O)CC(CC1)C2(C)C)CS(=O)(=O)O (10-Camphorsulfonic acid), C(C)N1CCCOC2=C1C=CC(=C2)N (9-Ethyl-6,7,8,9-tetrahydro-5-oxa-9-aza-benzocyclohepten-3-ylamine), ClC1=NC=C(C(=N1)NC1=C(C=C(C=C1)N1CCOCC1)OC)Cl ((2,5-Dichloro-pyrimidin-4-yl)-(2-methoxy-4-morpholin-4-yl-phenyl)-amine). The solvent is C(C)(C)O (Isopropyl alcohol). Yields the product ClC=1C(=NC(=NC1)NC1=CC2=C(N(CCCO2)CC)C=C1)NC1=C(C=C(C=C1)N1CCOCC1)OC (5-Chloro-N*2*-(9-ethyl-6,7,8,9-tetrahydro-5-oxa-9-aza-benzocyclohepten-3-yl)-N*4*-(2-methoxy-4-morpholin-4-yl-phenyl)-pyrimidine-2,4-diamine). Yield: 102.3%. As a reaction SMILES: C12(CS(O)(=O)=O)C(C)(C)C(CC1)CC2=O.[CH2:16]([N:18]1[C:24]2[CH:25]=[CH:26][C:27]([NH2:29])=[CH:28][C:23]=2[O:22][CH2:21][CH2:20][CH2:19]1)[CH3:17].Cl[C:31]1[N:36]=[C:35]([NH:37][C:38]2[CH:43]=[CH:42][C:41]([N:44]3[CH2:49][CH2:48][O:47][CH2:46][CH2:45]3)=[CH:40][C:39]=2[O:50][CH3:51])[C:34]([Cl:52])=[CH:33][N:32]=1.C(=O)([O-])[O-]>C(O)(C)C>[Cl:52][C:34]1[C:35]([NH:37][C:38]2[CH:43]=[CH:42][C:41]([N:44]3[CH2:45][CH2:46][O:47][CH2:48][CH2:49]3)=[CH:40][C:39]=2[O:50][CH3:51])=[N:36][C:31]([NH:29][C:27]2[CH:26]=[CH:25][C:24]3[N:18]([CH2:16][CH3:17])[CH2:19][CH2:20][CH2:21][O:22][C:23]=3[CH:28]=2)=[N:32][CH:33]=1. Reported procedure: 10-Camphorsulfonic acid (1.0E2 mg, 0.44 mmol) was added to 9-Ethyl-6,7,8,9-tetrahydro-5-oxa-9-aza-benzocyclohepten-3-ylamine (65 mg, 0.34 mmol) and (2,5-Dichloro-pyrimidin-4-yl)-(2-methoxy-4-morpholin-4-yl-phenyl)-amine (102 mg, 0.287 mmol) in Isopropyl alcohol (3 mL). The mixture was irradiated in a CEM microwave (130° C., 30 min). The mixture was conc. and purified by, conc., neutralized with MP-Carbonate (2.69 mmol/g loading; 0.50 g, 1.345 mmol), filtered and conc. to give 5-Chloro-N*2*-(9-et...